Dataset: the Open Reaction Database (ORD), a public repository of structured organic reaction records. Task: describe an organic reaction: reactants, conditions, products, and yield Reaction SMILES: [C:1]([CH3:2])([CH3:3])([CH3:4])[c:5]1[cH:6][cH:7][c:8]([O:9][CH:10]([C:11](=[O:12])[O:13][CH2:14][CH3:15])[CH2:16][c:17]2[cH:18][cH:19][c:20]([OH:23])[cH:21][cH:22]2)[cH:24][cH:25]1.[C:41](=[O:42])([O-:43])[O-:44].[CH3:26][S:27]([O:28][CH2:31][CH2:32][NH:33][C:34]([O:35][C:36]([CH3:37])([CH3:38])[CH3:39])=[O:40])(=[O:29])=[O:30].[K+:45].[K+:46]>>[C:1]([CH3:2])([CH3:3])([CH3:4])[c:5]1[cH:6][cH:7][c:8]([O:9][CH:10]([C:11](=[O:12])[O:13][CH2:14][CH3:15])[CH2:16][c:17]2[cH:18][cH:19][c:20]([O:23][CH2:31][CH2:32][NH:33][C:34]([O:35][C:36]([CH3:37])([CH3:38])[CH3:39])=[O:40])[cH:21][cH:22]2)[cH:24][cH:25]1. Yields the product CCOC(=O)C(Cc1ccc(OCCNC(=O)OC(C)(C)C)cc1)Oc1ccc(C(C)(C)C)cc1. Reactants: CCOC(=O)C(Cc1ccc(O)cc1)Oc1ccc(C(C)(C)C)cc1, O=C([O-])[O-], CC(C)(C)OC(=O)NCCOS(C)(=O)=O, [K+], [K+]. Reactants: Brc1ccncc1, O=C([O-])[O-], COCCOC, Cl, OB(O)c1ccc(C(F)(F)F)cc1, [Na+], [Na+], [Pd], c1ccc(P(c2ccccc2)c2ccccc2)cc1, c1ccc(P(c2ccccc2)c2ccccc2)cc1, c1ccc(P(c2ccccc2)c2ccccc2)cc1, c1ccc(P(c2ccccc2)c2ccccc2)cc1. The product is FC(F)(F)c1ccc(-c2ccncc2)cc1. Reaction SMILES: [Br:2][c:3]1[cH:4][cH:5][n:6][cH:7][cH:8]1.[C:9](=[O:10])([O-:11])[O-:12].[CH3:105][O:106][CH2:107][CH2:108][O:109][CH3:110].[ClH:1].[F:15][C:16]([c:17]1[cH:18][cH:19][c:20]([B:23]([OH:24])[OH:25])[cH:21][cH:22]1)([F:26])[F:27].[Na+:13].[Na+:14].[Pd:28].[c:29]1([P:30]([c:31]2[cH:32][cH:33][cH:34][cH:35][cH:36]2)[c:37]2[cH:38][cH:39][cH:40][cH:41][cH:42]2)[cH:43][cH:44][cH:45][cH:46][cH:47]1.[c:48]1([P:49]([c:50]2[cH:51][cH:52][cH:53][cH:54][cH:55]2)[c:56]2[cH:57][cH:58][cH:59][cH:60][cH:61]2)[cH:62][cH:63][cH:64][cH:65][cH:66]1.[c:67]1([P:68]([c:69]2[cH:70][cH:71][cH:72][cH:73][cH:74]2)[c:75]2[cH:76][cH:77][cH:78][cH:79][cH:80]2)[cH:81][cH:82][cH:83][cH:84][cH:85]1.[c:86]1([P:87]([c:88]2[cH:89][cH:90][cH:91][cH:92][cH:93]2)[c:94]2[cH:95][cH:96][cH:97][cH:98][cH:99]2)[cH:100][cH:101][cH:102][cH:103][cH:104]1>>[c:3]1(-[c:20]2[cH:19][cH:18][c:17]([C:16]([F:15])([F:26])[F:27])[cH:22][cH:21]2)[cH:4][cH:5][n:6][cH:7][cH:8]1.